Task: describe an organic reaction: reactants, conditions, products, and yield. Dataset: the Open Reaction Database (ORD), a public repository of structured organic reaction records Reactants: FC1=CC2=C(NC(=N2)C2=CC=CC=3C(C4=CC=CC=C4C23)=NO)C=C1N1CCN(CCC1)C (4-[5-fluoro-6-(4-methylperhydro-1,4-diazepin-1-yl)-1H-benzimidazol-2-yl]-9H-fluoren-9-one oxime). The reagents and catalysts are [Ni] (Raney nickel). The solvent is C(C)O (ethanol), O1CCCC1 (tetrahydrofuran). The product is FC1=CC2=C(NC(=N2)C2=CC=CC=3C(C4=CC=CC=C4C23)N)C=C1N1CCN(CCC1)C (4-[5-fluoro-6-(4-methylperhydro-1,4-diazepin-1-yl)-1H-benzimidazol-2-yl]-9H-fluoren-9(R,S)-ylamine). Isolated yield 76.1%. RXN SMILES: [F:1][C:2]1[C:25]([N:26]2[CH2:32][CH2:31][CH2:30][N:29]([CH3:33])[CH2:28][CH2:27]2)=[CH:24][C:5]2[NH:6][C:7]([C:9]3[C:21]4[C:20]5[C:15](=[CH:16][CH:17]=[CH:18][CH:19]=5)[C:14](=[N:22]O)[C:13]=4[CH:12]=[CH:11][CH:10]=3)=[N:8][C:4]=2[CH:3]=1>[Ni].C(O)C.O1CCCC1>[F:1][C:2]1[C:25]([N:26]2[CH2:32][CH2:31][CH2:30][N:29]([CH3:33])[CH2:28][CH2:27]2)=[CH:24][C:5]2[NH:6][C:7]([C:9]3[C:21]4[C:20]5[C:15](=[CH:16][CH:17]=[CH:18][CH:19]=5)[CH:14]([NH2:22])[C:13]=4[CH:12]=[CH:11][CH:10]=3)=[N:8][C:4]=2[CH:3]=1. Reported procedure: The procedure used in Example 6 is followed, starting from 950 mg of 4-[5-fluoro-6-(4-methylperhydro-1,4-diazepin-1-yl)-1H-benzimidazol-2-yl]-9H-fluoren-9-one oxime (Z,E), obtained in the previous stage, and 135 mg of Raney nickel in 20 ml of ethanol and 20 ml of tetrahydrofuran for 16 hours at 60° C. under an initial hydrogen pressure of one bar. After filtration of the catalyst, concentration to dryness under reduced pressure, and then purification by formation of a paste with diisopropyl ethe...